This data is from the Open Reaction Database (ORD), a public repository of structured organic reaction records. The task is: describe an organic reaction: reactants, conditions, products, and yield Reactants: C(C)OC1=C(C=C(/C=C/C(=O)O)C=C1)C=1NCC2=C(N1)C(=NN2C)CCC ((E)-4-Ethoxy-3-(-1-methyl-3-n-propyl-1,6-dihydro-7H-pyrazolo[4,3-d]-pyrimidin-5-yl)cinnamic acid), C(C)(=O)OCC (ethyl acetate), O (water). The reagents and catalysts are [Pd] (palladium on charcoal). Solvent: CO (methanol). Reaction conditions: time 3 hour. Yields the product C(C)OC1=C(C=C(C=C1)CCC(=O)O)C=1NCC2=C(N1)C(=NN2C)CCC (3-[4-Ethoxy-3-(1-methyl-3-n-propyl-1,6-dihydro-7H-pyrazolo[4,3-d]-pyrimidin-5-yl)phenyl]propanoic acid). Yield: 56.4%. RXN SMILES: [CH2:1]([O:3][C:4]1[CH:14]=[CH:13][C:7](/[CH:8]=[CH:9]/[C:10]([OH:12])=[O:11])=[CH:6][C:5]=1[C:15]1[NH:16][CH2:17][C:18]2[N:23]([CH3:24])[N:22]=[C:21]([CH2:25][CH2:26][CH3:27])[C:19]=2[N:20]=1)[CH3:2].C(OCC)(=O)C.O>CO.[Pd]>[CH2:1]([O:3][C:4]1[CH:14]=[CH:13][C:7]([CH2:8][CH2:9][C:10]([OH:12])=[O:11])=[CH:6][C:5]=1[C:15]1[NH:16][CH2:17][C:18]2[N:23]([CH3:24])[N:22]=[C:21]([CH2:25][CH2:26][CH3:27])[C:19]=2[N:20]=1)[CH3:2]. Reported procedure: A solution of (E)-4-Ethoxy-3-(-1-methyl-3-n-propyl-1,6-dihydro-7H-pyrazolo[4,3-d]-pyrimidin-5-yl)cinnamic acid (0.426 g, 0.0011 mol) in a mixture of methanol (28.5 ml), ethyl acetate (100 ml) and water (1.5 ml), was stirred with 5% palladium on charcoal catalyst (0.05 g) under a hydrogen atmosphere at room temperature and pressure for 3 hours. The catalyst was removed by filtration and the solvent removed by evaporation under vacuum. Crystallisation of the residue from ethyl acetate-hexane gave ...